Dataset: the Open Reaction Database (ORD), a public repository of structured organic reaction records. Task: describe an organic reaction: reactants, conditions, products, and yield The reactants are Cl.Cl.Cl.N1(CCC1)CCN1C(=NC(=C1)C1=CC(=C(C=C1)F)C)C1CCNCC1 (4-[1-(2-azetidin-1-yl-ethyl)-4-(4-fluoro-3-methyl-phenyl)-1H-imidazol-2-yl]-piperidine trihydrochloride), ClC1=C(C(=NC=N1)N)C1CC1 (6-chloro-5-cyclopropyl-pyrimidin-4-ylamine). The product is N1(CCC1)CCN1C(=NC(=C1)C1=CC(=C(C=C1)F)C)C1CCN(CC1)C1=C(C(=NC=N1)N)C1CC1 (6-{4-[1-(2-Azetidin-1-yl-ethyl)-4-(4-fluoro-3-methyl-phenyl)-1H-imidazol-2-yl]-piperidin-1-yl}-5-cyclopropyl-pyrimidin-4-ylamine). RXN SMILES: Cl.Cl.Cl.[N:4]1([CH2:8][CH2:9][N:10]2[CH:14]=[C:13]([C:15]3[CH:20]=[CH:19][C:18]([F:21])=[C:17]([CH3:22])[CH:16]=3)[N:12]=[C:11]2[CH:23]2[CH2:28][CH2:27][NH:26][CH2:25][CH2:24]2)[CH2:7][CH2:6][CH2:5]1.Cl[C:30]1[N:35]=[CH:34][N:33]=[C:32]([NH2:36])[C:31]=1[CH:37]1[CH2:39][CH2:38]1>>[N:4]1([CH2:8][CH2:9][N:10]2[CH:14]=[C:13]([C:15]3[CH:20]=[CH:19][C:18]([F:21])=[C:17]([CH3:22])[CH:16]=3)[N:12]=[C:11]2[CH:23]2[CH2:24][CH2:25][N:26]([C:30]3[N:35]=[CH:34][N:33]=[C:32]([NH2:36])[C:31]=3[CH:37]3[CH2:39][CH2:38]3)[CH2:27][CH2:28]2)[CH2:5][CH2:6][CH2:7]1 |f:0.1.2.3|. Procedure details: The title compound was prepared according to the procedure described for the preparation of compound “1” by using 4-[1-(2-azetidin-1-yl-ethyl)-4-(4-fluoro-3-methyl-phenyl)-1H-imidazol-2-yl]-piperidine trihydrochloride and 6-chloro-5-cyclopropyl-pyrimidin-4-ylamine as the starting materials. LC-MS (M+H=476, obsd=476). 1H NMR (400 MHz, DMSO-d6) δ 7.92 (s, 1H), 7.66-7.56 (m, 1H), 7.55-7.49 (m, 1H), 7.47 (s, 1H), 7.07 (t, J=9.1 Hz, 1H), 6.16 (s, 2H), 4.19 (d, J=13.0 Hz, 2H), 3.88 (t, J=6.3 Hz, 2H), ... Starting materials: CCO, CC#N, C#CCCCNc1c([N+](=O)[O-])c(Cl)nc2ccccc12, [Na+], [Na+], O, O=S(=O)([O-])S(=O)(=O)[O-]. Product: C#CCCCNc1c(N)c(Cl)nc2ccccc12. Reaction SMILES: [CH3:31][CH2:32][OH:33].[CH3:34][C:35]#[N:36].[Cl:11][c:12]1[n:13][c:14]2[cH:15][cH:16][cH:17][cH:18][c:19]2[c:20]([NH:25][CH2:26][CH2:27][CH2:28][C:29]#[CH:30])[c:21]1[N+:22]([O-:23])=[O:24].[Na+:10].[Na+:9].[OH2:37].[S:1]([S:2]([O-:3])(=[O:4])=[O:5])([O-:6])(=[O:7])=[O:8]>>[Cl:11][c:12]1[n:13][c:14]2[cH:15][cH:16][cH:17][cH:18][c:19]2[c:20]([NH:25][CH2:26][CH2:27][CH2:28][C:29]#[CH:30])[c:21]1[NH2:22]. Reactants: C(C1=CC=CC=C1)(=O)N1CC(CCC1)C(=O)OCC (ethyl 1-benzoyl-3-piperidinecarboxylate), N1C[C@@H](C(=O)OCC)CCC1 ((S)-ethyl nipecotate), C(C1=CC=CC=C1)(=O)Cl (benzoyl chloride). Yields the product C(C1=CC=CC=C1)(=O)N1C[C@H](CCC1)C(=O)OCC ((S)-ethyl 1-benzoyl-3-piperidinecarboxylate). Reaction SMILES: [C:1]([N:9]1[CH2:14][CH2:13][CH2:12][CH:11]([C:15]([O:17][CH2:18][CH3:19])=[O:16])[CH2:10]1)(=[O:8])[C:2]1[CH:7]=[CH:6][CH:5]=[CH:4][CH:3]=1.N1CCC[C@H](C(OCC)=O)C1.C(Cl)(=O)C1C=CC=CC=1>>[C:1]([N:9]1[CH2:14][CH2:13][CH2:12][C@H:11]([C:15]([O:17][CH2:18][CH3:19])=[O:16])[CH2:10]1)(=[O:8])[C:2]1[CH:3]=[CH:4][CH:5]=[CH:6][CH:7]=1. Procedure details: The reaction was run in the same manner as ethyl 1-benzoyl-3-piperidinecarboxylate, starting with commercially available (S)-ethyl nipecotate (203 mg; 1.29 mmol; Chemi SpA; Italy) and benzoyl chloride (150 μl; 1.29 mmol). The crude product was distilled at 200° C./0.1 torr, giving (S)-ethyl 1-benzoyl-3-piperidinecarboxylate (171.7 mg) as a colorless oil. MS m/z (positive ion) 545 (dimer+Na+; 15), 523 (dimer+; 10), 284 (M+Na+; 25), 262 (MH+; 100).